Dataset: the Open Reaction Database (ORD), a public repository of structured organic reaction records. Task: describe an organic reaction: reactants, conditions, products, and yield Reactants: Cl (hydrochloric acid), CS(=O)(=O)OCCC(CCC)C(F)(F)F (3-(trifluoromethyl)-hexyl methanesulfonate), FC(CCS(=O)(=O)CC(=O)OC)(F)F (methyl (3,3,3-trifluoropropylsulfonyl)acetate), C([O-])([O-])=O.[K+].[K+] (potassium carbonate). Run in CS(=O)C (dimethyl sulfoxide). Reaction conditions: temperature 60 celsius, time 2 day. The product is FC(C(CCC(C(=O)OC)S(=O)(=O)CCC(F)(F)F)CCC)(F)F (methyl 5-(trifluoromethyl)-2-(3,3,3-trifluoropropylsulfonyl)octanoate). The yield is 41.1%. RXN SMILES: CS(O[CH2:6][CH2:7][CH:8]([C:12]([F:15])([F:14])[F:13])[CH2:9][CH2:10][CH3:11])(=O)=O.[F:16][C:17]([F:29])([F:28])[CH2:18][CH2:19][S:20]([CH2:23][C:24]([O:26][CH3:27])=[O:25])(=[O:22])=[O:21].C(=O)([O-])[O-].[K+].[K+].Cl>CS(C)=O>[F:13][C:12]([F:15])([F:14])[CH:8]([CH2:9][CH2:10][CH3:11])[CH2:7][CH2:6][CH:23]([S:20]([CH2:19][CH2:18][C:17]([F:16])([F:28])[F:29])(=[O:21])=[O:22])[C:24]([O:26][CH3:27])=[O:25] |f:2.3.4|. Procedure details: To a solution of 3.0 g of 3-(trifluoromethyl)-hexyl methanesulfonate and 2.8 g of methyl (3,3,3-trifluoropropylsulfonyl)acetate in 50 ml of dimethyl sulfoxide was added 1.7 g of potassium carbonate at room temperature. The reaction mixture was heated to 60° C., stirred at the same temperature for 2 days, and then allowed to stand to cool to nearly room temperature. To the reaction mixture was added 10% hydrochloric acid, and then extracted with ethyl acetate. The organic layer was washed with a ... The reactants are ClC1=CC(=C(C=C1)F)[N+](=O)[O-] (4-chloro-1-fluoro-2-nitro-benzene), C(C=C)NC (Allyl methyl amine). Run in C(C)#N (acetonitrile). Reaction conditions: temperature 80 celsius. Yields the product C(C=C)N(C)C1=C(C=C(C=C1)Cl)[N+](=O)[O-] (N-allyl-N-(4-chloro-2-nitrophenyl)-N-methylamine). Yield: 93.4%. RXN SMILES: [Cl:1][C:2]1[CH:7]=[CH:6][C:5](F)=[C:4]([N+:9]([O-:11])=[O:10])[CH:3]=1.[CH2:12]([NH:15][CH3:16])[CH:13]=[CH2:14]>C(#N)C>[CH2:12]([N:15]([C:5]1[CH:6]=[CH:7][C:2]([Cl:1])=[CH:3][C:4]=1[N+:9]([O-:11])=[O:10])[CH3:16])[CH:13]=[CH2:14]. Procedure details: 4-chloro-1-fluoro-2-nitro-benzene (2.53 g, 14.41 mmol) was dissolved in anhydrous acetonitrile (80 mL). Allyl methyl amine (1.64 mL, 17.29 mmol) was added dropwise while the solution was stirred. The mixture was heated at 80° C. overnight, concentrated with silica gel powder (18 g), and purified by flash chromatography eluting with 10% ethyl acetate in hexanes (1 L) to give the title compound (3.05 g, 93%). MS (DCI) m/z 227.09 (M+H)+; 1H NMR (300 MHz, CDCl3) δ ppm 2.80 (s, 3 H) 3.76 (d, J=5.43 H... The reactants are CCCCCCCCN1CCc2cc(C(=O)OC)c(C)c(NC(=O)C(C)(C)C)c21, c1ccc2c(c1)CCN2, CO, [Na+], [OH-], O. Yields the product CCCCCCCCN1CCc2cc(C(=O)O)c(C)c(NC(=O)C(C)(C)C)c21. Reaction SMILES: [CH2:10]([CH2:11][CH2:12][CH2:13][CH2:14][CH2:15][CH2:16][CH3:17])[N:18]1[CH2:19][CH2:20][c:21]2[cH:22][c:23]([C:35](=[O:36])[O:37][CH3:38])[c:24]([CH3:34])[c:25]([NH:27][C:28]([C:29]([CH3:30])([CH3:31])[CH3:32])=[O:33])[c:26]21.[CH2:1]1[NH:2][c:3]2[c:4]([cH:5][cH:6][cH:7][cH:8]2)[CH2:9]1.[CH3:41][OH:42].[Na+:40].[OH-:39].[OH2:43]>>[CH2:10]([CH2:11][CH2:12][CH2:13][CH2:14][CH2:15][CH2:16][CH3:17])[N:18]1[CH2:19][CH2:20][c:21]2[cH:22][c:23]([C:35](=[O:36])[OH:37])[c:24]([CH3:34])[c:25]([NH:27][C:28]([C:29]([CH3:30])([CH3:31])[CH3:32])=[O:33])[c:26]21. The reactants are Cl.Cl.CC1=NC=C2N1C(N(C2)C2CCNCC2)=O (5-methyl-2-(4-piperidinyl)-1,2-dihydro-3H-imidazo[1,5-c]imidazol-3-one dihydrochloride), C1CCC2=NCCCN2CC1 (DBU), C(C)(C)(C)OC(=O)N[C@@H](C(=O)O)C(C)(SC)C ((2S)-2-((tert-butoxycarbonyl)amino)-3-methyl-3-(methylthio)butanoic acid), C=1C=CC2=C(C1)N=NN2O (HOBt), CCN=C=NCCCN(C)C (WSC). Run in C(C)#N (acetonitrile), C(C)N(CC)CC (triethylamine), C(C)#N (acetonitrile). Yields the product CC([C@H](C(=O)N1CCC(CC1)N1C(N2C(C1)=CN=C2C)=O)NC(OC(C)(C)C)=O)(C)SC (tert-butyl (1S)-2-methyl-1-((4-(5-methyl-3-oxo-1H-imidazo[1,5-c]imidazol-2(3H)-yl)-1-piperidinyl)carbonyl)-2-(methylthio)propylcarbamate). Isolated yield 74.9%. As a reaction SMILES: [C:1]([O:5][C:6]([NH:8][C@H:9]([C:13]([CH3:17])([S:15][CH3:16])[CH3:14])[C:10]([OH:12])=O)=[O:7])([CH3:4])([CH3:3])[CH3:2].C1C=CC2N(O)N=NC=2C=1.CCN=C=NCCCN(C)C.Cl.Cl.[CH3:41][C:42]1[N:46]2[C:47](=[O:56])[N:48]([CH:50]3[CH2:55][CH2:54][NH:53][CH2:52][CH2:51]3)[CH2:49][C:45]2=[CH:44][N:43]=1.C1CCN2C(=NCCC2)CC1>C(#N)C.C(N(CC)CC)C>[CH3:14][C:13]([S:15][CH3:16])([CH3:17])[C@@H:9]([NH:8][C:6](=[O:7])[O:5][C:1]([CH3:2])([CH3:3])[CH3:4])[C:10]([N:53]1[CH2:52][CH2:51][CH:50]([N:48]2[CH2:49][C:45]3=[CH:44][N:43]=[C:42]([CH3:41])[N:46]3[C:47]2=[O:56])[CH2:55][CH2:54]1)=[O:12] |f:3.4.5|. Procedure: To a solution of (2S)-2-((tert-butoxycarbonyl)amino)-3-methyl-3-(methylthio)butanoic acid (T. Fukami et al., J. Med. Chem., 39, 2313 (1996); 1.3 g) and HOBt (1.14 g) in acetonitrile (30 ml) was added WSC (1.42 g), and the reaction mixture was mixed at room temperature for 15 minutes. Then, a solution of 5-methyl-2-(4-piperidinyl)-1,2-dihydro-3H-imidazo[1,5-c]imidazol-3-one dihydrochloride (1.43 g), DBU (1.47 ml) and triethylamine (2.2 ml) in acetonitrile (10 ml) was added thereto. The reaction m... Starting materials: C1(=CC=CC=C1)S(=O)(=O)N1C(=CC=2C1=NC=C(C2)F)C(CC2CCCC2)O (1-(1-benzenesulfonyl-5-fluoro-1H-pyrrolo[2,3-b]pyridin-2-yl)-2-cyclopentyl-ethanol), CC(=O)OI1(C=2C=CC=CC2C(=O)O1)(OC(=O)C)OC(=O)C (Dess-Martin periodinane). The solvent is ClCCl (dichloromethane). Run at temperature 25 celsius, time 1 hour. Product: C1(=CC=CC=C1)S(=O)(=O)N1C(=CC=2C1=NC=C(C2)F)C(CC2CCCC2)=O (1-(1-benzenesulfonyl-5-fluoro-1H-pyrrolo[2,3-b]pyridin-2-yl)-2-cyclopentyl-ethanone). The yield is 79.6%. Reaction SMILES: [C:1]1([S:7]([N:10]2[C:14]3=[N:15][CH:16]=[C:17]([F:19])[CH:18]=[C:13]3[CH:12]=[C:11]2[CH:20]([OH:27])[CH2:21][CH:22]2[CH2:26][CH2:25][CH2:24][CH2:23]2)(=[O:9])=[O:8])[CH:6]=[CH:5][CH:4]=[CH:3][CH:2]=1.CC(OI1(OC(C)=O)(OC(C)=O)OC(=O)C2C=CC=CC1=2)=O>ClCCl>[C:1]1([S:7]([N:10]2[C:14]3=[N:15][CH:16]=[C:17]([F:19])[CH:18]=[C:13]3[CH:12]=[C:11]2[C:20](=[O:27])[CH2:21][CH:22]2[CH2:23][CH2:24][CH2:25][CH2:26]2)(=[O:9])=[O:8])[CH:2]=[CH:3][CH:4]=[CH:5][CH:6]=1. Procedure details: To a 250 mL round bottomed flask charged with 1-(1-benzenesulfonyl-5-fluoro-1H-pyrrolo[2,3-b]pyridin-2-yl)-2-cyclopentyl-ethanol (12.5 g, 32.2 mmol) in dichloromethane (300 mL) was added Dess-Martin periodinane (17.8 g, 41.9 mmol) at 25° C. The reaction mixture was stirred at 25° C. for 1 h and then quenched with a saturated aqueous sodium bicarbonate solution (200 mL). The mixture was extracted with ethyl acetate (500 mL), washed with a saturated aqueous sodium bicarbonate solution (3×150 mL), ... Starting materials: BrC(Br)(Br)Br, CC#N, O=[N+]([O-])c1ccc2[nH]cc(CCCO)c2c1, c1ccc(P(c2ccccc2)c2ccccc2)cc1. Yields the product O=[N+]([O-])c1ccc2[nH]cc(CCCBr)c2c1. RXN SMILES: [Br:36][C:37]([Br:38])([Br:39])[Br:40].[CH3:41][C:42]#[N:43].[OH:20][CH2:21][CH2:22][CH2:23][c:24]1[cH:25][nH:26][c:27]2[cH:28][cH:29][c:30]([N+:33](=[O:34])[O-:35])[cH:31][c:32]12.[c:1]1([P:2]([c:3]2[cH:4][cH:5][cH:6][cH:7][cH:8]2)[c:9]2[cH:10][cH:11][cH:12][cH:13][cH:14]2)[cH:15][cH:16][cH:17][cH:18][cH:19]1>>[CH2:21]([CH2:22][CH2:23][c:24]1[cH:25][nH:26][c:27]2[cH:28][cH:29][c:30]([N+:33](=[O:34])[O-:35])[cH:31][c:32]12)[Br:36]. Starting materials: C(C)OC(COC1=CC=C(C=C1)[C@H]1C[C@H](CC1)N[C@H](C)C1=CC=CC2=CC=CC=C12)=O ({4-[(1R,3S)-3-{[(1R)-1-(Naphthalen-1-yl)ethyl]amino}cyclopentyl]phenoxy}acetic acid ethyl ester), [OH-].[Na+] (sodium hydroxide), Cl (hydrochloric acid), C(C)(=O)OCC (ethyl acetate), Cl (hydrochloric acid). Solvent: C(Cl)Cl (methylene chloride), C(C)O (ethanol). Run at time 1 hour. Product: Cl.C1(=CC=CC2=CC=CC=C12)[C@@H](C)N[C@@H]1C[C@@H](CC1)C1=CC=C(OCC(=O)O)C=C1 ({4-[(1R,3S)-3-{[(1R)-1-(Naphthalen-1-yl)ethyl]amino}cyclopentyl]phenoxy}acetic acid hydrochloride). The yield is 87.0%. RXN SMILES: C([O:3][C:4](=[O:31])[CH2:5][O:6][C:7]1[CH:12]=[CH:11][C:10]([C@@H:13]2[CH2:17][CH2:16][C@H:15]([NH:18][C@@H:19]([C:21]3[C:30]4[C:25](=[CH:26][CH:27]=[CH:28][CH:29]=4)[CH:24]=[CH:23][CH:22]=3)[CH3:20])[CH2:14]2)=[CH:9][CH:8]=1)C.[OH-].[Na+].[ClH:34].C(OCC)(=O)C>C(O)C.C(Cl)Cl>[ClH:34].[C:21]1([C@H:19]([NH:18][C@H:15]2[CH2:16][CH2:17][C@@H:13]([C:10]3[CH:9]=[CH:8][C:7]([O:6][CH2:5][C:4]([OH:31])=[O:3])=[CH:12][CH:11]=3)[CH2:14]2)[CH3:20])[C:30]2[C:25](=[CH:26][CH:27]=[CH:28][CH:29]=2)[CH:24]=[CH:23][CH:22]=1 |f:1.2,7.8|. Procedure: {4-[(1R,3S)-3-{[(1R)-1-(Naphthalen-1-yl)ethyl]amino}cyclopentyl]phenoxy}acetic acid ethyl ester (720 mg, 1.7 mmol) was dissolved in ethanol (5 mL), followed by addition of 1N aqueous sodium hydroxide solution (5 mL), and the mixture was stirred for 1 hour at room temperature. 1N hydrochloric acid was added dropwise to the reaction mixture to make the reaction solution acidic, and then the solvent was distilled off under reduced pressure. The aqueous phase was extracted with methylene chloride, t... Reactants: [N+](=O)([O-])C1=CC(=C(C=C1)C)OCC(F)(F)F (4-Nitro-2-(2,2,2-trifluoroethoxy)toluene), [H][H] (hydrogen). Reagents/catalysts: [Pd] (palladium black). Run in CO (MeOH). The product is NC1=CC(=C(C=C1)C)OCC(F)(F)F (4-amino-2-(2,2,2-trifluoroethoxy)toluene). Reaction SMILES: [N+:1]([C:4]1[CH:9]=[CH:8][C:7]([CH3:10])=[C:6]([O:11][CH2:12][C:13]([F:16])([F:15])[F:14])[CH:5]=1)([O-])=O.[H][H]>CO.[Pd]>[NH2:1][C:4]1[CH:9]=[CH:8][C:7]([CH3:10])=[C:6]([O:11][CH2:12][C:13]([F:14])([F:15])[F:16])[CH:5]=1. Procedure details: 4-Nitro-2-(2,2,2-trifluoroethoxy)toluene (2.0 g, 9.0 mmol) from Step 1 above was dissolved in MeOH (20 mL) and shaken with palladium black (100 mg) under 50 psig of hydrogen on a Parr apparatus for 2 h. The catalyst was removed by filtration and the solvent was removed under reduced pressure to give 4-amino-2-(2,2,2-trifluoroethoxy)toluene as a gum.